describe an organic reaction: reactants, conditions, products, and yield From a dataset of the Open Reaction Database (ORD), a public repository of structured organic reaction records. Reactants: CC(C)(C)c1nc2cc(S(=O)(=O)n3ccc(N)n3)ccc2n1CC1CCOCC1, O=C(Cl)C1CCC1, CCN(C(C)C)C(C)C, ClCCl. The product is CC(C)(C)c1nc2cc(S(=O)(=O)n3ccc(NC(=O)C4CCC4)n3)ccc2n1CC1CCOCC1. RXN SMILES: [C:8]([CH3:9])([CH3:10])([CH3:11])[c:12]1[n:13][c:14]2[c:15]([n:16]1[CH2:17][CH:18]1[CH2:19][CH2:20][O:21][CH2:22][CH2:23]1)[cH:24][cH:25][c:26]([S:28](=[O:29])(=[O:30])[n:31]1[n:32][c:33]([NH2:36])[cH:34][cH:35]1)[cH:27]2.[CH:1]1([C:5](=[O:6])[Cl:7])[CH2:2][CH2:3][CH2:4]1.[CH:37]([N:38]([CH2:39][CH3:40])[CH:41]([CH3:42])[CH3:43])([CH3:44])[CH3:45].[Cl:46][CH2:47][Cl:48]>>[CH:1]1([C:5](=[O:6])[NH:36][c:33]2[n:32][n:31]([S:28]([c:26]3[cH:25][cH:24][c:15]4[c:14]([n:13][c:12]([C:8]([CH3:9])([CH3:10])[CH3:11])[n:16]4[CH2:17][CH:18]4[CH2:19][CH2:20][O:21][CH2:22][CH2:23]4)[cH:27]3)(=[O:29])=[O:30])[cH:35][cH:34]2)[CH2:2][CH2:3][CH2:4]1. Starting materials: Cl (HCl), CC1(C=2C=CC(=CC2C(=CC1)C1=CC(=CC=C1)O[Si](C)(C)CC(CC)CC)C#CC1=CC=C(C(=O)OCC)C=C1)C (ethyl 4-[(5,6-dihydro-5,5-dimethyl-8-(3-((2,2 diethylethyl)-dimethylsiloxy)-phenyl)-2-naphthalenyl)ethynyl]benzoate), CC1(C=2C=CC(=CC2C(=CC1)C1=CC(=CC=C1)O[Si](C)(C)CC(CC)CC)C#CC1=CC=C(C(=O)OCC)C=C1)C (ethyl 4-[(5,6-dihydro-5,5-dimethyl-8-(3-((2,2 diethylethyl)-dimethylsiloxy)-phenyl)-2-naphthalenyl)ethynyl]benzoate), [OH-].[Na+] (NaOH). The solvent is CCO (EtOH), C1CCOC1 (THF). Run at temperature 50 celsius. Product: CC1(C=2C=CC(=CC2C(=CC1)C1=CC(=CC=C1)O)C#CC1=CC=C(C(=O)O)C=C1)C (4-[(5,6-Dihydro-5,5-dimethyl-8-(3-hydroxyphenyl)-2-naphthalenyl)ethynyl]benzoic acid). As a reaction SMILES: [CH3:1][C:2]1([CH3:41])[CH2:11][CH:10]=[C:9]([C:12]2[CH:17]=[CH:16][CH:15]=[C:14]([O:18][Si](CC(CC)CC)(C)C)[CH:13]=2)[C:8]2[CH:7]=[C:6]([C:28]#[C:29][C:30]3[CH:40]=[CH:39][C:33]([C:34]([O:36]CC)=[O:35])=[CH:32][CH:31]=3)[CH:5]=[CH:4][C:3]1=2.[OH-].[Na+].Cl>CCO.C1COCC1>[CH3:1][C:2]1([CH3:41])[CH2:11][CH:10]=[C:9]([C:12]2[CH:17]=[CH:16][CH:15]=[C:14]([OH:18])[CH:13]=2)[C:8]2[CH:7]=[C:6]([C:28]#[C:29][C:30]3[CH:31]=[CH:32][C:33]([C:34]([OH:36])=[O:35])=[CH:39][CH:40]=3)[CH:5]=[CH:4][C:3]1=2 |f:1.2|. Procedure: To a solution of ethyl 4-[(5,6-dihydro-5,5-dimethyl-8-(3-((2,2-dimethylethyl)-dimethylsiloxy)phenyl)-2-naphthalenyl)ethynyl]benzoate (Compound H) 40.0 mg (0.076 mmol) in 3 ml of EtOH and 2 ml of THF was added 40.0 mg (1.00 mmol, 1.00 ml) of NaOH (1.0 M aqueous solution). The solution was heated to 50° C. for 2 hours, cooled to room temperature, and acidified with 10% HCl. Extraction with EtOAc, followed by drying over Na2SO4, and removal of the solvents under reduced pressure afforded the title ... The product is BrC1=C(C=CC=2N(N=NC21)CC2CC2)OC2=NC=C(C=C2CN2CCN(CC2)S(=O)(=O)C)Cl (4-bromo-5-[(5-chloro-3-{[4-(methylsulfonyl)piperazin-1-yl]methyl}pyridin-2-yl)oxy]-1-(cyclopropylmethyl)-1H-benzotriazole). Conditions: time 2 hour. Procedure: 2-{[4-bromo-1-(cyclopropylmethyl)-1H-benzotriazol-5-yl]oxy}-5-chloropyridine-3-carbaldehyde (32, 2.60 g, 6.38 mmol) was dissolved in anhydrous dichloroethane (63.8 mL, 0.1M) and treated with 1-(methylsulfonyl)piperazine (2.10 g, 12.8 mmol, 2 equiv.) and acetic acid (3.65 mL, 63.8 mmol, 10 equiv.). After 30 minutes the solution formed a thick suspension and was treated with sodium triacetoxyborohydride (1.76 g, 8.29 mmol, 1.3 equiv) in small portions over 1 hour. After completion of this addition... Run in ClC(C)Cl (dichloroethane). Starting materials: C(C)(=O)O[BH-](OC(C)=O)OC(C)=O.[Na+] (sodium triacetoxyborohydride), CS(=O)(=O)N1CCNCC1 (1-(methylsulfonyl)piperazine), C(C)(=O)O (acetic acid), BrC1=C(C=CC=2N(N=NC21)CC2CC2)OC2=NC=C(C=C2C=O)Cl (2-{[4-bromo-1-(cyclopropylmethyl)-1H-benzotriazol-5-yl]oxy}-5-chloropyridine-3-carbaldehyde). As a reaction SMILES: [Br:1][C:2]1[C:10]2[N:9]=[N:8][N:7]([CH2:11][CH:12]3[CH2:14][CH2:13]3)[C:6]=2[CH:5]=[CH:4][C:3]=1[O:15][C:16]1[C:21]([CH:22]=O)=[CH:20][C:19]([Cl:24])=[CH:18][N:17]=1.[CH3:25][S:26]([N:29]1[CH2:34][CH2:33][NH:32][CH2:31][CH2:30]1)(=[O:28])=[O:27].C(O)(=O)C.C(O[BH-](OC(=O)C)OC(=O)C)(=O)C.[Na+]>ClC(Cl)C>[Br:1][C:2]1[C:10]2[N:9]=[N:8][N:7]([CH2:11][CH:12]3[CH2:14][CH2:13]3)[C:6]=2[CH:5]=[CH:4][C:3]=1[O:15][C:16]1[C:21]([CH2:22][N:32]2[CH2:33][CH2:34][N:29]([S:26]([CH3:25])(=[O:28])=[O:27])[CH2:30][CH2:31]2)=[CH:20][C:19]([Cl:24])=[CH:18][N:17]=1 |f:3.4|. Starting materials: C1CCOC1, CCOC(=O)N=NC(=O)OCC, Oc1ccccc1, OCC1CCC2CN(c3ncccn3)CCN2C1, c1ccc(P(c2ccccc2)c2ccccc2)cc1. Product: c1ccc(OCC2CCC3CN(c4ncccn4)CCN3C2)cc1. RXN SMILES: [CH2:57]1[O:58][CH2:59][CH2:60][CH2:61]1.[O:45]=[C:46]([O:47][CH2:48][CH3:49])[N:50]=[N:51][C:52]([O:53][CH2:54][CH3:55])=[O:56].[OH:19][c:20]1[cH:21][cH:22][cH:23][cH:24][cH:25]1.[OH:1][CH2:2][CH:3]1[CH2:4][CH2:5][CH:6]2[N:7]([CH2:8][CH2:9][N:10]([c:12]3[n:13][cH:14][cH:15][cH:16][n:17]3)[CH2:11]2)[CH2:18]1.[c:26]1([P:27]([c:28]2[cH:29][cH:30][cH:31][cH:32][cH:33]2)[c:34]2[cH:35][cH:36][cH:37][cH:38][cH:39]2)[cH:40][cH:41][cH:42][cH:43][cH:44]1>>[O:1]([CH2:2][CH:3]1[CH2:4][CH2:5][CH:6]2[N:7]([CH2:8][CH2:9][N:10]([c:12]3[n:13][cH:14][cH:15][cH:16][n:17]3)[CH2:11]2)[CH2:18]1)[c:20]1[cH:21][cH:22][cH:23][cH:24][cH:25]1. The reactants are O=C1OC2=C(C1(C1=CC=CC=C1)CC(=O)Cl)C=CC=C2 (2-(2,3-dihydro-2-oxo-3-phenyl-3-benzofuranyl)acetyl chloride), C1OC=2C=C(CN3CCNCC3)C=CC2O1 (4-(3,4-methylenedioxybenzyl)piperazine). Product: Cl.O=C1OC2=C(C1(C1=CC=CC=C1)CC(=O)N1CCN(CC1)CC1=CC3=C(C=C1)OCO3)C=CC=C2 (2-(2,3-Dihydro-2-oxo-3-phenyl-3-benzofuranyl)-1-[4-(3,4-methylenedioxybenzyl)piperazinyl]-1-oxoethane hydrochloride). Reaction SMILES: [O:1]=[C:2]1[C:6]([CH2:13][C:14]([Cl:16])=[O:15])([C:7]2[CH:12]=[CH:11][CH:10]=[CH:9][CH:8]=2)[C:5]2[CH:17]=[CH:18][CH:19]=[CH:20][C:4]=2[O:3]1.[CH2:21]1[O:36][C:35]2[CH:34]=[CH:33][C:25]([CH2:26][N:27]3[CH2:32][CH2:31][NH:30][CH2:29][CH2:28]3)=[CH:24][C:23]=2[O:22]1>>[ClH:16].[O:1]=[C:2]1[C:6]([CH2:13][C:14]([N:30]2[CH2:31][CH2:32][N:27]([CH2:26][C:25]3[CH:33]=[CH:34][C:35]4[O:36][CH2:21][O:22][C:23]=4[CH:24]=3)[CH2:28][CH2:29]2)=[O:15])([C:7]2[CH:12]=[CH:11][CH:10]=[CH:9][CH:8]=2)[C:5]2[CH:17]=[CH:18][CH:19]=[CH:20][C:4]=2[O:3]1 |f:2.3|. Procedure details: This compound was prepared from 2-(2,3-dihydro-2-oxo-3-phenyl-3-benzofuranyl)acetyl chloride and 4-(3,4-methylenedioxybenzyl)piperazine according to the process described in Example 9. The reactants are C(C)(C)(C)OC(=O)N[C@@H]1C(N(CCC1)CC(=O)OCC1=CC=CC=C1)=O ((S)-3-[(tert-Butoxycarbonyl)amino]-2-oxo-1-piperidineacetic acid, benzyl ester), Cl (HCl). The solvent is C(C)(=O)OCC (ethyl acetate), C(C)(=O)OCC (ethyl acetate). Reaction conditions: time 3 hour. Yields the product Cl.N[C@@H]1C(N(CCC1)CC(=O)OCC1=CC=CC=C1)=O ((S)-3-Amino-2-oxo-1-piperidineacetic acid, benzyl ester hydrochloride). Reaction SMILES: C(OC([NH:8][C@H:9]1[CH2:14][CH2:13][CH2:12][N:11]([CH2:15][C:16]([O:18][CH2:19][C:20]2[CH:25]=[CH:24][CH:23]=[CH:22][CH:21]=2)=[O:17])[C:10]1=[O:26])=O)(C)(C)C.[ClH:27]>C(OCC)(=O)C>[ClH:27].[NH2:8][C@H:9]1[CH2:14][CH2:13][CH2:12][N:11]([CH2:15][C:16]([O:18][CH2:19][C:20]2[CH:25]=[CH:24][CH:23]=[CH:22][CH:21]=2)=[O:17])[C:10]1=[O:26] |f:3.4|. Procedure: To a solution of compound 40 (4.00 g, 0.0110 mole) in 10 mL of ethyl acetate at room temperature was added 5N HCl in 5 ethyl acetate (50 mL, freshly prepared, 0.25 mole) in one portion. The solution was stirred for 3 hrs, solvent was evaporated, CH2Cl2 was added and the solvents were reevaporated. The residue was pumped at <1 mm Hg on a vacuum pump for 24 hours to afford 3.37 g (~Quantitative crude yield) of product 41 as a colorless foam. TLC (silica gel; CH2Cl2, methanol, conc. NH4OH: 27:3:1):... Starting materials: C(C)(C)(C)OC(=O)NC(C(=O)O)CC1=CNC2=CC=CC=C12 (2-(tert-butoxycarbonylamino)-3-(1H-indol-3-yl)propanoic acid), N12C[C@@H](C(CC1)CC2)O ((R)-quinuclidin-3-ol), C=1C=CC2=C(C1)N=NN2O (HOBT), C(CCl)Cl (EDC). The solvent is CN(C)C=O (DMF). The product is C(C)(C)(C)OC(=O)NC(C(=O)O[C@H]1CN2CCC1CC2)CC2=CNC1=CC=CC=C21 ((R)-quinuclidin-3-yl 2-(tert-butoxycarbonylamino)-3-(1H-indol-3-yl)propanoate). The yield is 69.6%. As a reaction SMILES: [C:1]([O:5][C:6]([NH:8][CH:9]([CH2:13][C:14]1[C:22]2[C:17](=[CH:18][CH:19]=[CH:20][CH:21]=2)[NH:16][CH:15]=1)[C:10]([OH:12])=[O:11])=[O:7])([CH3:4])([CH3:3])[CH3:2].[N:23]12[CH2:30][CH2:29][CH:26]([CH2:27][CH2:28]1)[C@@H:25](O)[CH2:24]2.C1C=CC2N(O)N=NC=2C=1.C(Cl)CCl>CN(C=O)C>[C:1]([O:5][C:6]([NH:8][CH:9]([CH2:13][C:14]1[C:22]2[C:17](=[CH:18][CH:19]=[CH:20][CH:21]=2)[NH:16][CH:15]=1)[C:10]([O:12][C@@H:25]1[CH:26]2[CH2:29][CH2:30][N:23]([CH2:28][CH2:27]2)[CH2:24]1)=[O:11])=[O:7])([CH3:4])([CH3:2])[CH3:3]. Reported procedure: A solution of 2-(tert-butoxycarbonylamino)-3-(1H-indol-3-yl)propanoic acid (100 mg, 0.33 mmol), (R)-quinuclidin-3-ol (50.1 mg, 0.39 mmol), HOBT (53.3 mg, 0.39 mmol) and EDC (76 mg, 0.39 mmol) in DMF (2 ml) was heated at 90° C. for 1.5 hours under microwave irradiation. The solvent was evaporated. The residue was taken up with EtOAc and washed with 1N Na2CO3, water and brine. The organic phase was dried over Na2SO4, filtered and evaporated to obtain (R)-quinuclidin-3-yl 2-(tert-butoxycarbonylamin... Reaction conditions: time 8 hour. Reported procedure: 60.9 g of methyl 3-[2,4-dimethoxy-5-(4-methoxybenzoyl)phenyl]propionate are mixed with 300 ml of 2N sodium hydroxide solution and 300 ml of dioxane and stirred overnight. The dioxane is then removed in vacuo, and the alkaline aqueous solution is extracted once with 100 ml of ethyl acetate. The aqueous phase is adjusted to pH 2 with concentrated hydrochloric acid, when part of the product separates out. The mixture is extracted three times with 200 ml of ethyl acetate each time, and the organic p... RXN SMILES: [CH3:1][O:2][C:3]1[CH:8]=[C:7]([O:9][CH3:10])[C:6]([C:11](=[O:20])[C:12]2[CH:17]=[CH:16][C:15]([O:18][CH3:19])=[CH:14][CH:13]=2)=[CH:5][C:4]=1[CH2:21][CH2:22][C:23]([O:25]C)=[O:24].[OH-].[Na+]>O1CCOCC1>[CH3:1][O:2][C:3]1[CH:8]=[C:7]([O:9][CH3:10])[C:6]([C:11](=[O:20])[C:12]2[CH:13]=[CH:14][C:15]([O:18][CH3:19])=[CH:16][CH:17]=2)=[CH:5][C:4]=1[CH2:21][CH2:22][C:23]([OH:25])=[O:24] |f:1.2|. Starting materials: COC1=C(C=C(C(=C1)OC)C(C1=CC=C(C=C1)OC)=O)CCC(=O)OC (methyl 3-[2,4-dimethoxy-5-(4-methoxybenzoyl)phenyl]propionate), [OH-].[Na+] (sodium hydroxide). The solvent is O1CCOCC1 (dioxane). Yields the product COC1=C(C=C(C(=C1)OC)C(C1=CC=C(C=C1)OC)=O)CCC(=O)O (3-[2,4-dimethoxy-5-(4-methoxybenzoyl)phenyl]propionic acid). The product is FC1=CC=C(C=C1)N1N=C(C(C(=C1C)Br)=O)C(=O)O (1-(4-fluorophenyl)-5-bromo-1,4-dihydro-4-oxo-6-methylpyridazine-3-carboxylic acid). Procedure: 1-(4-Fluorophenyl)-1,4-dihydro-4-oxo-6-methylpyridazine-3-carboxylic acid (1.5 g) is suspended in 100 ml of dry methanol, and 0.242 g of sodium hydroxide is added. To the solution is added dropwise 1.038 g of bromine dissolved in 50 ml of methanol. The solvent is removed leaving a white solid, which is taken up in dilute base and the solution acidified with hydrochloric acid. The resulting precipitate is filtered and recrystallized from chloroform/ether to yield 1.4 g of 1-(4-fluorophenyl)-5-bro... Yield: 70.8%. RXN SMILES: [F:1][C:2]1[CH:7]=[CH:6][C:5]([N:8]2[C:13]([CH3:14])=[CH:12][C:11](=[O:15])[C:10]([C:16]([OH:18])=[O:17])=[N:9]2)=[CH:4][CH:3]=1.[OH-].[Na+].[Br:21]Br.Cl>CO>[F:1][C:2]1[CH:7]=[CH:6][C:5]([N:8]2[C:13]([CH3:14])=[C:12]([Br:21])[C:11](=[O:15])[C:10]([C:16]([OH:18])=[O:17])=[N:9]2)=[CH:4][CH:3]=1 |f:1.2|. Starting materials: FC1=CC=C(C=C1)N1N=C(C(C=C1C)=O)C(=O)O (1-(4-Fluorophenyl)-1,4-dihydro-4-oxo-6-methylpyridazine-3-carboxylic acid), Cl (hydrochloric acid), [OH-].[Na+] (sodium hydroxide), BrBr (bromine). Solvent: CO (methanol), CO (methanol).